This data is from the Open Reaction Database (ORD), a public repository of structured organic reaction records. The task is: describe an organic reaction: reactants, conditions, products, and yield The reactants are ClC=1C=CC(=C(C(=O)N)C1)O (5-chloro-2-hydroxybenzamide), BrCCC (1-bromopropane), [I-].[K+] (potassium iodide), C([O-])([O-])=O.[K+].[K+] (potassium carbonate). The solvent is CC(=O)C (acetone). The product is ClC=1C=CC(=C(C(=O)N)C1)OCCC (5-chloro-2-propoxybenzamide). Reaction SMILES: [Cl:1][C:2]1[CH:3]=[CH:4][C:5]([OH:11])=[C:6]([CH:10]=1)[C:7]([NH2:9])=[O:8].Br[CH2:13][CH2:14][CH3:15].[I-].[K+].C(=O)([O-])[O-].[K+].[K+]>CC(C)=O>[Cl:1][C:2]1[CH:3]=[CH:4][C:5]([O:11][CH2:13][CH2:14][CH3:15])=[C:6]([CH:10]=1)[C:7]([NH2:9])=[O:8] |f:2.3,4.5.6|. Procedure: A stirred mixture of 5-chloro-2-hydroxybenzamide (20 g), 1-bromopropane (13.4 ml), potassium iodide (2.49 g) and anhydrous potassium carbonate (24.15 g) in acetone (250 ml) was heated under reflux for 20 hours. The cooled reaction mixture was filtered and the filter cake was washed with acetone. The filtrate and washings were combined and evaporated under reduced pressure to yield a residue which was washed with water, dilute aqueous sodium hydroxide, water and with diethyl ether to yield a crud...